Dataset: the Open Reaction Database (ORD), a public repository of structured organic reaction records. Task: describe an organic reaction: reactants, conditions, products, and yield Starting materials: NC1=NC=CC(=C1)CO ((2-amino-pyridin-4-yl)-methanol), C(=O)(O)[O-].[Na+] (NaHCO3), ClCC=O (chloroacetaldehyde). Solvent: CCO (EtOH). Product: N=1C=CN2C1C=C(C=C2)CO (Imidazo[1,2-a]pyridin-7-yl-methanol). Yield: 81.8%. Reaction SMILES: [NH2:1][C:2]1[CH:7]=[C:6]([CH2:8][OH:9])[CH:5]=[CH:4][N:3]=1.C([O-])(O)=O.[Na+].Cl[CH2:16][CH:17]=O>CCO>[N:1]1[CH:16]=[CH:17][N:3]2[CH:4]=[CH:5][C:6]([CH2:8][OH:9])=[CH:7][C:2]=12 |f:1.2|. Reported procedure: To a solution of (2-amino-pyridin-4-yl)-methanol (0.40 g, 3.3 mmol) in EtOH was added NaHCO3 (0.56 g, 6.67 mmol) followed by chloroacetaldehyde (0.81 ml, 5.0 mmol). The mixture was refluxed for 2 h. Solvents were removed in vacuo and the crude mixture was partitioned between water and EtOAc. The aqueous was further extracted with EtOAc, the organics combined, dried (MgSO4) and the solvent removed in vacuo. The residue was purified using silica column chromatography (0-50% MeOH/Et2O) to afford 0.... Reactants: CCO, O=C1c2ccccc2C(=O)N1CCN1CCC(c2noc3cc(F)ccc23)CC1, [K+], NN, [OH-], O. Yields the product NCCN1CCC(c2noc3cc(F)ccc23)CC1. As a reaction SMILES: [CH3:35][CH2:36][OH:37].[F:4][c:5]1[cH:6][c:7]2[c:8]([c:9]([CH:12]3[CH2:13][CH2:14][N:15]([CH2:18][CH2:19][N:20]4[C:21](=[O:22])[c:23]5[cH:24][cH:25][cH:26][cH:27][c:28]5[C:29]4=[O:30])[CH2:16][CH2:17]3)[n:10][o:11]2)[cH:31][cH:32]1.[K+:34].[NH2:2][NH2:3].[OH-:33].[OH2:1]>>[F:4][c:5]1[cH:6][c:7]2[c:8]([c:9]([CH:12]3[CH2:13][CH2:14][N:15]([CH2:18][CH2:19][NH2:20])[CH2:16][CH2:17]3)[n:10][o:11]2)[cH:31][cH:32]1. Reaction SMILES: [N:1]1([CH2:6][CH2:7][CH2:8][CH2:9][CH2:10][O:11][C:12]2[CH:17]=[CH:16][C:15]([OH:18])=[CH:14][CH:13]=2)[CH:5]=[CH:4][N:3]=[CH:2]1.C(=O)([O-])[O-].[K+].[K+].Br[CH2:26][CH2:27][CH2:28][CH2:29][C:30]([CH3:37])([CH3:36])[C:31]([O:33][CH2:34][CH3:35])=[O:32]>C(O)C>[N:1]1([CH2:6][CH2:7][CH2:8][CH2:9][CH2:10][O:11][C:12]2[CH:13]=[CH:14][C:15]([O:18][CH2:26][CH2:27][CH2:28][CH2:29][C:30]([CH3:36])([CH3:37])[C:31]([O:33][CH2:34][CH3:35])=[O:32])=[CH:16][CH:17]=2)[CH:5]=[CH:4][N:3]=[CH:2]1 |f:1.2.3|. Run in C(C)O (ethanol), C(C)O (ethanol). Yields the product desired product, N1(C=NC=C1)CCCCCOC1=CC=C(OCCCCC(C(=O)OCC)(C)C)C=C1 (ethyl 6-[p-[5-(1-imidazolyl)pentyloxy]phenoxy]-2,2-dimethylhexanoate). Run at temperature 60 celsius. Reactants: BrCCCCC(C(=O)OCC)(C)C (ethyl 6-bromo-2,2-dimethylhexanoate), N1(C=NC=C1)CCCCCOC1=CC=C(C=C1)O (p-[5-(1-imidazolyl)pentyloxy]phenol), C([O-])([O-])=O.[K+].[K+] (potassium carbonate). Procedure: After 300 ml of ethanol was added to 35 g of p-[5-(1-imidazolyl)pentyloxy]phenol and 39 g of potassium carbonate, the mixture was heated at 60° C. with stirring and then cooled to room temperature. A solution of 43 g of ethyl 6-bromo-2,2-dimethylhexanoate in 50 ml of ethanol was added to the reaction mixture, and then the mixture was stirred under reflux overnight. The solvent was removed from the reaction mixture by distillation under reduced pressure and the residue was dissolved in chloroform... The reactants are COC(=O)C(C(=O)OC)c1[nH]c2cccc(Cl)c2c1CCN=[N+]=[N-], C[O-], CI, CO, [Na+]. Product: COC(=O)C(C)(C(=O)OC)c1[nH]c2cccc(Cl)c2c1CCN=[N+]=[N-]. Reaction SMILES: [CH3:1][O:2][C:3]([CH:4]([C:5](=[O:6])[O:7][CH3:8])[c:9]1[nH:10][c:11]2[cH:12][cH:13][cH:14][c:15]([Cl:23])[c:16]2[c:17]1[CH2:18][CH2:19][N:20]=[N+:21]=[N-:22])=[O:24].[CH3:25][O-:26].[CH3:28][I:29].[CH3:30][OH:31].[Na+:27]>>[CH3:1][O:2][C:3]([C:4]([C:5](=[O:6])[O:7][CH3:8])([c:9]1[nH:10][c:11]2[cH:12][cH:13][cH:14][c:15]([Cl:23])[c:16]2[c:17]1[CH2:18][CH2:19][N:20]=[N+:21]=[N-:22])[CH3:25])=[O:24]. Starting materials: BrC=1N=C(NC1C(=O)NCC1=C(C(=C(C=C1)Cl)OC1=CC(=CC(=C1)C#N)Cl)F)C(C)O (4-bromo-N-({4-chloro-3-[(3-chloro-5-cyanophenyl)oxy]-2-fluorophenyl}methyl)-2-(1-hydroxyethyl)-1H-imidazole-5-carboxamide). The reagents and catalysts are O=[Mn]=O (MnO2). The product is C(C)(=O)C=1NC(=C(N1)Br)C(=O)NCC1=C(C(=C(C=C1)Cl)OC1=CC(=CC(=C1)C#N)Cl)F (2-acetyl-4-bromo-N-({4-chloro-3-[(3-chloro-5-cyanophenyl)oxy]-2-fluorophenyl}methyl)-1H-imidazole-5-carboxamide). The yield is 53.0%. As a reaction SMILES: [Br:1][C:2]1[N:3]=[C:4]([CH:29]([OH:31])[CH3:30])[NH:5][C:6]=1[C:7]([NH:9][CH2:10][C:11]1[CH:16]=[CH:15][C:14]([Cl:17])=[C:13]([O:18][C:19]2[CH:24]=[C:23]([C:25]#[N:26])[CH:22]=[C:21]([Cl:27])[CH:20]=2)[C:12]=1[F:28])=[O:8]>O=[Mn]=O>[C:29]([C:4]1[NH:5][C:6]([C:7]([NH:9][CH2:10][C:11]2[CH:16]=[CH:15][C:14]([Cl:17])=[C:13]([O:18][C:19]3[CH:24]=[C:23]([C:25]#[N:26])[CH:22]=[C:21]([Cl:27])[CH:20]=3)[C:12]=2[F:28])=[O:8])=[C:2]([Br:1])[N:3]=1)(=[O:31])[CH3:30]. Reported procedure: The title compound (0.055 g, 53%) was obtained as a white solid by MnO2 oxidation of 4-bromo-N-({4-chloro-3-[(3-chloro-5-cyanophenyl)oxy]-2-fluorophenyl}methyl)-2-(1-hydroxyethyl)-1H-imidazole-5-carboxamide using a similar process to that described herein. 1H NMR (400 MHz, DMSO-d6) δ ppm 14.51 (br. s., 1H), 8.72-8.79 (m, 1H), 7.83 (s, 1H), 7.45-7.56 (m, 3H), 7.31-7.41 (m, 1H), 4.51 (br. s., 2H), 2.55 (s, 3 H). ES-LCMS: m/z 524.8, 526.8, 528.7 (M+1). The reactants are CO.ClCCl (methanol dichloromethane), C(C)(C)(C)OC(=O)N1CCN(CCC1)C1=NC2=C(N1)C=CC=C2 (1-(t-butoxycarbonyl)-4-(1H-benzimidazol-2-yl)[1,4]diazepane), N-methyl-1-chloroacetamide, N-methyl-1-chloroacetamide, CN(C=O)C (dimethylformamide), [H-].[Na+] (sodium hydride). Run at temperature 70 celsius, time 12 hour. Product: C(C)(C)(C)OC(=O)N1CCN(CCC1)C1=NC2=C(N1N(C(C)=O)C)C=CC=C2 (1-(t-butoxycarbonyl)-4-(1-(N-methylacetamido)-1H-benzimidazol-2-yl)[1,4]diazepane). RXN SMILES: [C:1]([O:5][C:6]([N:8]1[CH2:14][CH2:13][CH2:12][N:11]([C:15]2[NH:19][C:18]3[CH:20]=[CH:21][CH:22]=[CH:23][C:17]=3[N:16]=2)[CH2:10][CH2:9]1)=[O:7])([CH3:4])([CH3:3])[CH3:2].[CH3:24][N:25](C)[CH:26]=[O:27].[H-].[Na+].CO.Cl[CH2:34]Cl>>[C:1]([O:5][C:6]([N:8]1[CH2:14][CH2:13][CH2:12][N:11]([C:15]2[N:16]([N:25]([CH3:24])[C:26](=[O:27])[CH3:34])[C:17]3[CH:23]=[CH:22][CH:21]=[CH:20][C:18]=3[N:19]=2)[CH2:10][CH2:9]1)=[O:7])([CH3:4])([CH3:2])[CH3:3] |f:2.3,4.5|. Procedure: Combine 1-(t-butoxycarbonyl)-4-(1H-benzimidazol-2-yl)[1,4]diazepane (0.5 g, 1.6 mmol) and dimethylformamide (20 mL). Add sodium hydride (0.08 g, 3.2 mmol). After 12 hours, add N-methyl-1-chloroacetamide (0.34 g, 3.14 mmol). After 12 hours, add N-methyl-1-chloroacetamide (0.17 g, 1.6 mmol). After 12 hours, heat to 70° C. After 4 hours, cool to ambient temperature and partition the reaction mixture between water (10 mL) and dichloromethane (100 mL). Separate the layers, dry the organic layer over ... Starting materials: OC=1C=C(C(=O)OC)C=C(C1)O[C@H](CO)C (methyl 3-hydroxy-5-[(1S)-2-hydroxy-1-methylethoxy]benzoate), N1(CCC1)C(=O)C1=CC(=C(OC=2C=C(C(=O)NC3=NC=C(N=C3)C)C=C(C2)O[C@H](CO[Si](C)(C)C(C)(C)C)C)C=C1)F (3-[4-(azetidin-1-ylcarbonyl)-2-fluorophenoxy]-5-((1S)-2-{[tert-butyl(dimethyl)silyl]oxy}-1-methylethoxy)-N-(5-methylpyrazin-2-yl)benzamide), ClC=1C=C(C(=O)N2CCC2)C=CC1F (1-(3-chloro-4-fluorobenzoyl)azetidine). Yields the product N1(CCC1)C(=O)C1=CC(=C(OC=2C=C(C(=O)NC3=NC=C(N=C3)C)C=C(C2)O[C@H](CO[Si](C)(C)C(C)(C)C)C)C=C1)Cl (3-[4-(Azetidin-1-ylcarbonyl)-2-chlorophenoxy]-5-((1S)-2-{[tert-butyl(dimethyl)silyl]oxy}-1-methylethoxy)-N-(5-methylpyrazin-2-yl)benzamide). RXN SMILES: OC1C=C(C=C(O[C@@H](C)CO)C=1)C(OC)=O.[N:17]1([C:21]([C:23]2[CH:57]=[CH:56][C:26]([O:27][C:28]3[CH:29]=[C:30]([CH:41]=[C:42]([O:44][C@@H:45]([CH3:55])[CH2:46][O:47][Si:48]([C:51]([CH3:54])([CH3:53])[CH3:52])([CH3:50])[CH3:49])[CH:43]=3)[C:31]([NH:33][C:34]3[CH:39]=[N:38][C:37]([CH3:40])=[CH:36][N:35]=3)=[O:32])=[C:25](F)[CH:24]=2)=[O:22])[CH2:20][CH2:19][CH2:18]1.[Cl:59]C1C=C(C=CC=1F)C(N1CCC1)=O>>[N:17]1([C:21]([C:23]2[CH:57]=[CH:56][C:26]([O:27][C:28]3[CH:29]=[C:30]([CH:41]=[C:42]([O:44][C@@H:45]([CH3:55])[CH2:46][O:47][Si:48]([C:51]([CH3:54])([CH3:53])[CH3:52])([CH3:50])[CH3:49])[CH:43]=3)[C:31]([NH:33][C:34]3[CH:39]=[N:38][C:37]([CH3:40])=[CH:36][N:35]=3)=[O:32])=[C:25]([Cl:59])[CH:24]=2)=[O:22])[CH2:20][CH2:19][CH2:18]1. Reported procedure: 3-[4-(Azetidin-1-ylcarbonyl)-2-chlorophenoxy]-5-((1S)-2-{[tert-butyl(dimethyl)silyl]oxy}-1-methylethoxy)-N-(5-methylpyrazin-2-yl)benzamide was prepared from methyl 3-hydroxy-5-[(1S)-2-hydroxy-1-methylethoxy]benzoate in an analogous fashion to 3-[4-(azetidin-1-ylcarbonyl)-2-fluorophenoxy]-5-((1S)-2-{[tert-butyl(dimethyl)silyl]oxy}-1-methylethoxy)-N-(5-methylpyrazin-2-yl)benzamide but replacing 1-(3,4-difluorobenzoyl)azetidine with 1-(3-chloro-4-fluorobenzoyl)azetidine.